Dataset: the Open Reaction Database (ORD), a public repository of structured organic reaction records. Task: describe an organic reaction: reactants, conditions, products, and yield Reactants: COC(CNCCCN1CCC2(CC2)C(O)C1)OC, COC(CN(CCCN1CCC2(CC2)C(O)C1)C(=O)C(C)Nc1ccc2ccccc2c1)OC, CC(Nc1ccc2ccccc2c1)C(=O)O. The product is CC1C(=O)N(CCCN2CCC3(CC3)C(O)C2)CCN1c1ccc2ccccc2c1. Reaction SMILES: [CH3:17][O:18][CH:19]([O:20][CH3:21])[CH2:22][NH:23][CH2:24][CH2:25][CH2:26][N:27]1[CH2:28][CH2:29][C:30]2([CH2:31][CH2:32]2)[CH:33]([OH:34])[CH2:35]1.[CH3:36][O:37][CH:38]([CH2:39][N:40]([C:41]([CH:42]([CH3:43])[NH:44][c:45]1[cH:46][c:47]2[cH:48][cH:49][cH:50][cH:51][c:52]2[cH:53][cH:54]1)=[O:55])[CH2:56][CH2:57][CH2:58][N:59]1[CH2:60][CH:61]([OH:67])[C:62]2([CH2:63][CH2:64]2)[CH2:65][CH2:66]1)[O:68][CH3:69].[cH:1]1[c:2]2[c:3]([cH:4][cH:5][cH:6][cH:7]2)[cH:8][cH:9][c:10]1[NH:11][CH:12]([CH3:13])[C:14]([OH:15])=[O:16]>>[CH2:38]1[CH2:39][N:40]([CH2:56][CH2:57][CH2:58][N:59]2[CH2:60][CH:61]([OH:67])[C:62]3([CH2:63][CH2:64]3)[CH2:65][CH2:66]2)[C:41](=[O:55])[CH:42]([CH3:43])[N:44]1[c:45]1[cH:46][c:47]2[cH:48][cH:49][cH:50][cH:51][c:52]2[cH:53][cH:54]1. Reactants: ClC=1C=C(C=CC(=O)C2=CC=CC=C2)C=CC1 (3-chlorobenzylideneacetophenone), C(C)OC(CC(N)=N)=O (amidinoacetic acid ethyl ester). Solvent: C(C)O (ethanol). Yields the product C(C)OC(=O)C1=C(NC(=CC1C1=CC(=CC=C1)Cl)C1=CC=CC=C1)N (2-amino-6-phenyl-4-(3-chlorophenyl)-1,4-dihydropyridine-3-carboxylic acid ethyl ester). Yield: 73.0%. As a reaction SMILES: [Cl:1][C:2]1[CH:3]=[C:4]([CH:15]=[CH:16][CH:17]=1)[CH:5]=[CH:6][C:7]([C:9]1[CH:14]=[CH:13][CH:12]=[CH:11][CH:10]=1)=O.[CH2:18]([O:20][C:21](=[O:26])[CH2:22][C:23](=[NH:25])[NH2:24])[CH3:19]>C(O)C>[CH2:18]([O:20][C:21]([C:22]1[CH:5]([C:4]2[CH:15]=[CH:16][CH:17]=[C:2]([Cl:1])[CH:3]=2)[CH:6]=[C:7]([C:9]2[CH:14]=[CH:13][CH:12]=[CH:11][CH:10]=2)[NH:24][C:23]=1[NH2:25])=[O:26])[CH3:19]. Procedure details: Upon heating a solution of 24.3 g of 3-chlorobenzylideneacetophenone and 13.0 g of amidinoacetic acid ethyl ester in 250 ml of ethanol for 4 hours, 2-amino-6-phenyl-4-(3-chlorophenyl)-1,4-dihydropyridine-3-carboxylic acid ethyl ester of melting point 161°C is obtained. Yield: 73 percent of theory.